From a dataset of the Open Reaction Database (ORD), a public repository of structured organic reaction records. describe an organic reaction: reactants, conditions, products, and yield The reactants are CCOC(=O)C(Cc1ccc([N+](=O)[O-])cc1)NC(C)C(=O)O, CCO. The product is CCOC(=O)C(Cc1ccc(N)cc1)NC(C)C(=O)O. As a reaction SMILES: [CH2:1]([CH3:2])[O:3][C:4](=[O:5])[CH:6]([CH2:7][c:8]1[cH:9][cH:10][c:11]([N+:14]([O-:15])=[O:16])[cH:12][cH:13]1)[NH:17][CH:18]([CH3:19])[C:20](=[O:21])[OH:22].[CH3:23][CH2:24][OH:25]>>[CH2:1]([CH3:2])[O:3][C:4](=[O:5])[CH:6]([CH2:7][c:8]1[cH:9][cH:10][c:11]([NH2:14])[cH:12][cH:13]1)[NH:17][CH:18]([CH3:19])[C:20](=[O:21])[OH:22]. Starting materials: OC(C(C)=O)C (3-hydroxy-2-butanone), CC1=C(N)C(=CC(=C1)C)C (2,4,6-trimethylaniline), C(CC#N)#N (malononitrile). The reagents and catalysts are C1(=CC=C(C=C1)S(=O)(=O)O)C (p-toluenesulfonic acid). Solvent: C1=CC=CC=C1 (benzene). Conditions: time 2 hour. The product is NC=1N(C(=C(C1C#N)C)C)C1=C(C=C(C=C1C)C)C (2-amino-4,5-dimethyl-1-(2,4,6-trimethylphenyl)-1H-pyrrole-3-carbonitrile). Isolated yield 45.3%. RXN SMILES: O[CH:2]([CH3:6])[C:3](=O)[CH3:4].[CH3:7][C:8]1[CH:14]=[C:13]([CH3:15])[CH:12]=[C:11]([CH3:16])[C:9]=1[NH2:10].[C:17](#[N:21])[CH2:18][C:19]#[N:20]>C1C=CC=CC=1.C1(C)C=CC(S(O)(=O)=O)=CC=1>[NH2:20][C:19]1[N:10]([C:9]2[C:11]([CH3:16])=[CH:12][C:13]([CH3:15])=[CH:14][C:8]=2[CH3:7])[C:2]([CH3:6])=[C:3]([CH3:4])[C:18]=1[C:17]#[N:21]. Procedure: A mixture of 3-hydroxy-2-butanone (100.000 g, 1.135 mol), 2,4,6-trimethylaniline (153.225 g, 1.135 mol) and p-toluenesulfonic acid (0.670 g) in 500 ml of benzene was refluxed using a Dean-Stark trap to remove water. After 2 hours, malononitrile (75.000 g, 1.135 mol) was added and the mixture was refluxed for an additional 10 hours until all of the starting material was consumed. The reaction mixture was cooled and precipitate formed and filtered. The solid was washed with a minimum amount of eth... The reactants are C1=CC=CC2=CC=CC=C12 (naphthalene), O.S(O)(O)(=O)=O (sulphuric acid monohydrate), OS(=O)(=O)O.O=S(=O)=O (oleum), C1=C2C=C(C=C(C2=C(C=C1S(=O)(=O)O)N)O)S(=O)(=O)O (H-acid), O.S(O)(O)(=O)=O (sulphuric acid monohydrate), OS(=O)(=O)O.O=S(=O)=O (oleum). The product is C1(=C(C(=CC2=CC=CC=C12)S(=O)(=O)O)S(=O)(=O)O)S(=O)(=O)O (naphthalene-trisulphonic acid). Reaction SMILES: [CH:1]1[C:10]([S:11]([OH:14])(=[O:13])=[O:12])=[CH:9][C:8](N)=[C:7]2[C:2]=1[CH:3]=[C:4](S(O)(=O)=O)[CH:5]=[C:6]2O.C1C2C(=CC=CC=2)C=CC=1.O.[S:32](=[O:36])(=[O:35])([OH:34])O.[OH:37][S:38](O)(=[O:40])=[O:39].O=S(=O)=O>>[C:8]1([S:38]([OH:40])(=[O:39])=[O:37])[C:7]2[C:2](=[CH:3][CH:4]=[CH:5][CH:6]=2)[CH:1]=[C:10]([S:11]([OH:14])(=[O:13])=[O:12])[C:9]=1[S:32]([OH:34])(=[O:36])=[O:35] |f:2.3,4.5|. Reported procedure: It is known from FIAT Final Report No. 1,016, page 32 to 39, that H-acid can be prepared as follows: naphthalene is reacted with sulphuric acid monohydrate (=100% strength H2SO4) and 65% strength oleum, a particular temperature programme being maintained and sulphuric acid monohydrate and oleum being added stepwise, to give a naphthalene-trisulphonic acid isomer mixture, which is nitrated with mixed acid. After diluting with water, driving off the nitrous gases and separating off the sulphuric a... Starting materials: imine, ClC1=C(C=CC=C1)CCC(C)=O (4-(2-chlorophenyl)-2-butanone), ClC1=C(C=O)C=CC=C1 (o-chlorobezaldehyde), COC=1C=C(C=CC1)[C@@H](C)N ((R)-1(3-methoxyphenyl)ethylamine), C(#N)[BH3-].[Na+] (sodium cyanoborohydride). The reagents and catalysts are CC([O-])C.[Ti+4].CC([O-])C.CC([O-])C.CC([O-])C (titanium(IV) isopropoxide). The solvent is C(Cl)(Cl)Cl (chloroform), CO (methanol). Yields the product ClC1=C(C=CC=C1)CC[C@@H](C)N[C@H](C)C1=CC(=CC=C1)OC ((R,R)-N-[4-(2-chlorophenyl)-2-butyl]-1-(3-methoxyphenyl)ethylamine), 4T. Reaction SMILES: [Cl:1][C:2]1[CH:7]=[CH:6][CH:5]=[CH:4][C:3]=1[CH2:8][CH2:9][C:10](=O)[CH3:11].ClC1C=CC=CC=1C=O.[CH3:22][O:23][C:24]1[CH:25]=[C:26]([C@H:30]([NH2:32])[CH3:31])[CH:27]=[CH:28][CH:29]=1.C([BH3-])#N.[Na+]>C(Cl)(Cl)Cl.CC(C)[O-].[Ti+4].CC(C)[O-].CC(C)[O-].CC(C)[O-].CO>[Cl:1][C:2]1[CH:7]=[CH:6][CH:5]=[CH:4][C:3]=1[CH2:8][CH2:9][C@H:10]([NH:32][C@@H:30]([C:26]1[CH:27]=[CH:28][CH:29]=[C:24]([O:23][CH3:22])[CH:25]=1)[CH3:31])[CH3:11] |f:3.4,6.7.8.9.10|. Procedure details: In a similar fashion an equal molar amount of 4-(2-chlorophenyl)-2-butanone, prepared from o-chlorobezaldehyde, (R)-1(3-methoxyphenyl)ethylamine and 1.25 equivalents titanium(IV) isopropoxide were mixed and the intermediate imine reduced with ethanolic sodium cyanoborohydride. Work-up and repetitive preparative thin-layer chromatography using 5% methanol in chloroform afforded (R,R)-N-[4-(2-chlorophenyl)-2-butyl]-1-(3-methoxyphenyl)ethylamine, 4T; m/z (rel. int.) 317 (M+, 3), 302 (16), 178 (62),... Reactants: C(Cl)Cl (methylene chloride), C12(CC3CC(CC(C1)C3)C2)C(=O)Cl ((1-adamantanoyl)-chloride), OCC(O)CO (glycerol). Solvent: N1=CC=CC=C1 (pyridine). Product: C12(CC3CC(CC(C1)C3)C2)C(=O)OCC(O)COC(=O)C23CC1CC(CC(C2)C1)C3 (1,3-di(1-adamantanoyl) glycerol). As a reaction SMILES: C(Cl)Cl.[C:4]12([C:14](Cl)=[O:15])[CH2:13][CH:8]3[CH2:9][CH:10]([CH2:12][CH:6]([CH2:7]3)[CH2:5]1)[CH2:11]2.[OH:17][CH2:18][CH:19]([CH2:21][OH:22])[OH:20]>N1C=CC=CC=1>[C:4]12([C:14]([O:17][CH2:18][CH:19]([CH2:21][O:22][C:14]([C:4]34[CH2:13][CH:8]5[CH2:7][CH:6]([CH2:12][CH:10]([CH2:9]5)[CH2:11]3)[CH2:5]4)=[O:15])[OH:20])=[O:15])[CH2:13][CH:8]3[CH2:9][CH:10]([CH2:12][CH:6]([CH2:7]3)[CH2:5]1)[CH2:11]2. Procedure: In a flask under nitrogen 1.053 gms of glycerol is dissolved in 4 ml of pyridine and 6 ml of methylene chloride and cooled to about -10° C. Then 5.00 gms of (1-adamantanoyl)-chloride (Aldrich Chemical Co.) is added in one portion and stirring is continued for about half an hour with cooling and then another two hours at ambient temperature. The resulting solid is filtered and washed with methylene chloride. The combined organic layers are washed twice with dilute aqueous HCl and then once with w... Starting materials: OC[C@H](CC1CCOCC1)N(NC(=O)OCC1=CC=CC=C1)C(=O)OCC1=CC=CC=C1 ((S)-dibenzyl 1-(1-hydroxy-3-(tetrahydro-2H-pyran-4-yl)propan-2-yl)hydrazine-1,2-dicarboxylate). The reagents and catalysts are [OH-].[OH-].[Pd+2] (Pd(OH)2/C). Solvent: CO (methanol). The product is N(N)C(CO)CC1CCOCC1 (2-hydrazino-3-(tetrahydro-pyran-4-yl)-propan-1-ol). Yield: 94.4%. Reaction SMILES: [OH:1][CH2:2][C@@H:3]([N:11](C(OCC1C=CC=CC=1)=O)[NH:12]C(OCC1C=CC=CC=1)=O)[CH2:4][CH:5]1[CH2:10][CH2:9][O:8][CH2:7][CH2:6]1>CO.[OH-].[OH-].[Pd+2]>[NH:11]([CH:3]([CH2:4][CH:5]1[CH2:6][CH2:7][O:8][CH2:9][CH2:10]1)[CH2:2][OH:1])[NH2:12] |f:2.3.4|. Reported procedure: To a solution of (S)-dibenzyl 1-(1-hydroxy-3-(tetrahydro-2H-pyran-4-yl)propan-2-yl)hydrazine-1,2-dicarboxylate (16.52 g, 0.0374 mol) in methanol (320 mL) was added Pd(OH)2/C (1.65 g). The reaction flask was evacuated and filled with H2. Stirring was continued until the starting material had disappeared. The mixture was filtered through celite, and the filter cake was washed with MeOH (2×30 mL). The combined organic solvent was dried over Na2SO4, and concentrated in vacuum to give 2-hydrazino-3-(... Reactants: N#CCCn1ccc(NC(N)=NCC(F)(F)F)n1, [H][H]. Yields the product NCCCn1ccc(NC(N)=NCC(F)(F)F)n1. RXN SMILES: [F:1][C:2]([CH2:3][N:4]=[C:5]([NH:6][c:7]1[n:8][n:9]([CH2:12][CH2:13][C:14]#[N:15])[cH:10][cH:11]1)[NH2:16])([F:17])[F:18].[H:19][H:20]>>[F:1][C:2]([CH2:3][N:4]=[C:5]([NH:6][c:7]1[n:8][n:9]([CH2:12][CH2:13][CH2:14][NH2:15])[cH:10][cH:11]1)[NH2:16])([F:17])[F:18]. Reactants: C(C)(C)(C)OC(NC1=C(C=C(C=C1)C1=CC=C(C=C1)OC)[N+](=O)[O-])=O ((4′-Methoxy-3-nitro-biphenyl-4-yl)-carbamic acid tert.-butyl ester). Reagents/catalysts: [Ni] (Ni). Product: C(C)(C)(C)OC(NC1=C(C=C(C=C1)C1=CC=C(C=C1)OC)N)=O ((3-Amino-4′-methoxy-biphenyl-4-yl)-carbamic acid tert.-butyl ester). RXN SMILES: [C:1]([O:5][C:6](=[O:25])[NH:7][C:8]1[CH:13]=[CH:12][C:11]([C:14]2[CH:19]=[CH:18][C:17]([O:20][CH3:21])=[CH:16][CH:15]=2)=[CH:10][C:9]=1[N+:22]([O-])=O)([CH3:4])([CH3:3])[CH3:2]>[Ni]>[C:1]([O:5][C:6](=[O:25])[NH:7][C:8]1[CH:13]=[CH:12][C:11]([C:14]2[CH:19]=[CH:18][C:17]([O:20][CH3:21])=[CH:16][CH:15]=2)=[CH:10][C:9]=1[NH2:22])([CH3:4])([CH3:2])[CH3:3]. Procedure: Prepared from (4′-methoxy-3-nitro-biphenyl-4-yl)-carbamic acid tert.-butyl ester (Example B1) by catalytic hydrogenation with Raney-Ni according to the general procedure G (method a). Obtained as a white solid (77 mg).